Dataset: the Open Reaction Database (ORD), a public repository of structured organic reaction records. Task: describe an organic reaction: reactants, conditions, products, and yield Reactants: C(C)(C)(C)OC(=O)NCCCOC1=C2C=CN=C(C2=CC=C1)Cl (N-(tert-butoxycarbonyl)-3-[(1-chloro-5-isoquinolyl)oxy]propylamine), C(C)(C)(C)OC(=O)NCCCOC1=C2C=CN=C(C2=CC=C1)Cl (N-(tert-butoxycarbonyl)-3-[(1-chloro-5-isoquinolyl)oxy]propylamine), C(C)(C)(C)P(C1=C(C=CC=C1)C1=CC=CC=C1)C(C)(C)C (2-(di-tert-butylphosphino)biphenyl), COC1=CC=C(CN)C=C1 (4-methoxybenzylamine), CC(C)([O-])C.[Na+] (sodium tert-butoxide). Reagents/catalysts: C=1C=CC(=CC1)/C=C/C(=O)/C=C/C2=CC=CC=C2.C=1C=CC(=CC1)/C=C/C(=O)/C=C/C2=CC=CC=C2.C=1C=CC(=CC1)/C=C/C(=O)/C=C/C2=CC=CC=C2.[Pd].[Pd] (tris (dibenzylideneacetone)dipalladium(0)). The solvent is C(C)(=O)OCC (ethyl acetate), C1(=CC=CC=C1)C (toluene). Conditions: temperature 80 celsius. Yields the product Cl.NC1=NC=CC2=C(C=CC=C12)OCCCN (3-[(1-Amino-5-isoquinolyl)oxy]propylamine hydrochloride). As a reaction SMILES: C(OC([NH:8][CH2:9][CH2:10][CH2:11][O:12][C:13]1[CH:22]=[CH:21][CH:20]=[C:19]2[C:14]=1[CH:15]=[CH:16][N:17]=[C:18]2[Cl:23])=O)(C)(C)C.C(P(C(C)(C)C)C1C=CC=CC=1C1C=CC=CC=1)(C)(C)C.COC1C=CC(C[NH2:52])=CC=1.CC(C)([O-])C.[Na+]>C1(C)C=CC=CC=1.C1C=CC(/C=C/C(/C=C/C2C=CC=CC=2)=O)=CC=1.C1C=CC(/C=C/C(/C=C/C2C=CC=CC=2)=O)=CC=1.C1C=CC(/C=C/C(/C=C/C2C=CC=CC=2)=O)=CC=1.[Pd].[Pd].C(OCC)(=O)C>[ClH:23].[NH2:52][C:18]1[C:19]2[C:14](=[C:13]([O:12][CH2:11][CH2:10][CH2:9][NH2:8])[CH:22]=[CH:21][CH:20]=2)[CH:15]=[CH:16][N:17]=1 |f:3.4,6.7.8.9.10,12.13|. Reported procedure: The title compound was synthesized from Intermediate 18 according to the method described in a reference (Buchwald, S. L., J. Org. Chem., 65, 1158 (2000)). That is, a suspension of Intermediate 18 (674 mg), tris (dibenzylideneacetone)dipalladium(0) (92 mg, Aldrich), 2-(di-tert-butylphosphino)biphenyl (119 mg, Strem Chemicals), 4-methoxybenzylamine (329 mg, Tokyo Kasei Kogyo) and sodium tert-butoxide (269 mg, Tokyo Kasei Kogyo) in toluene (5 ml) was stirred with heating at 80° C. under nitrogen a... Reactants: CC(C)=O, OC(c1cc2cccnc2cc1F)c1cnc2ccc(Cl)nn12, O=C(O)c1ccccc1I(=O)=O. RXN SMILES: [CH3:36][C:37](=[O:38])[CH3:39].[Cl:1][c:2]1[cH:3][cH:4][c:5]2[n:6]([n:7]1)[c:8]([CH:11]([OH:12])[c:13]1[cH:14][c:15]3[cH:16][cH:17][cH:18][n:19][c:20]3[cH:21][c:22]1[F:23])[cH:9][n:10]2.[I:24]([c:25]1[cH:26][cH:27][cH:28][cH:29][c:30]1[C:31]([OH:32])=[O:33])(=[O:34])=[O:35]>>[Cl:1][c:2]1[cH:3][cH:4][c:5]2[n:6]([n:7]1)[c:8]([C:11](=[O:12])[c:13]1[cH:14][c:15]3[cH:16][cH:17][cH:18][n:19][c:20]3[cH:21][c:22]1[F:23])[cH:9][n:10]2. Product: O=C(c1cc2cccnc2cc1F)c1cnc2ccc(Cl)nn12.